From a dataset of the Open Reaction Database (ORD), a public repository of structured organic reaction records. describe an organic reaction: reactants, conditions, products, and yield The product is C1(CC1)NC1=C(C(=C(C=C1[N+](=O)[O-])F)N1CCN(CC1)C(=O)OCC)C (N-cyclopropyl-2-methyl-3-(4-ethoxycarbonyl-1-piperazinyl)-4-fluoro-6-nitroaniline). Starting materials: FC=1C(=C(C(=C(C1)[N+](=O)[O-])F)C)N1CCN(CC1)C(=O)OCC (3,6-difluoro-2-(4-ethoxycarbonyl-1-piperazinyl)-5-nitrotoluene), [F-].[K+] (potassium fluoride), C1(CC1)N (cyclopropylamine), ice water. Solvent: CS(=O)C (dimethylsulfoxide). Isolated yield 93.7%. RXN SMILES: [F:1][C:2]1[C:3]([N:13]2[CH2:18][CH2:17][N:16]([C:19]([O:21][CH2:22][CH3:23])=[O:20])[CH2:15][CH2:14]2)=[C:4]([CH3:12])[C:5](F)=[C:6]([N+:8]([O-:10])=[O:9])[CH:7]=1.[F-].[K+].[CH:26]1([NH2:29])[CH2:28][CH2:27]1>CS(C)=O>[CH:26]1([NH:29][C:5]2[C:6]([N+:8]([O-:10])=[O:9])=[CH:7][C:2]([F:1])=[C:3]([N:13]3[CH2:18][CH2:17][N:16]([C:19]([O:21][CH2:22][CH3:23])=[O:20])[CH2:15][CH2:14]3)[C:4]=2[CH3:12])[CH2:28][CH2:27]1 |f:1.2|. Procedure details: To 3,6-difluoro-2-(4-ethoxycarbonyl-1-piperazinyl)-5-nitrotoluene (7.1 g) are added anhydrous dimethylsulfoxide (23 ml), potassium fluoride (2.0 g) and cyclopropylamine (1.5 g), and the mixture is heated at 60° C. for 6 hours. The reaction mixture is poured into ice water, and extracted with dichloromethane. The solvent is distilled off and the residue is recrystallized from ethanol to give N-cyclopropyl-2-methyl-3-(4-ethoxycarbonyl-1-piperazinyl)-4-fluoro-6-nitroaniline (7.4 g), as orange red p... Run at temperature 60 celsius. Reactants: C(C)(=O)O[C@]1(C(C)=O)CC[C@H]2[C@@H]3[C@H]4[C@@H](C5=CC(OC([C@]5(C)[C@H]3CC[C@]12C)O)=O)O4 (17α-acetoxy-6α,7α-epoxy-1ξ-hydroxy-2-oxa-4pregnene-3,20-dione), Cl.C(C)(=O)OCC (hydrochloric acid ethyl acetate), C(O)([O-])=O.[Na+] (sodium hydrogen carbonate). Conditions: time 10 minute. Product: C(C)(=O)O[C@]1(C(C)=O)CC[C@H]2[C@@H]3[C@@H]([C@H](C4=CC(OC([C@]4(C)[C@H]3CC[C@]12C)O)=O)Cl)O (17α-acetoxy-6β-chloro-1ξ,7α-dihydroxy-2-oxa-4-pregnene-3,20dione). RXN SMILES: [C:1]([O:4][C@:5]1([C@:25]2([CH3:26])[C@H:11]([C@H:12]3[C@H:22]([CH2:23][CH2:24]2)[C@:20]2([CH3:21])[C:15](=[CH:16][C:17](=[O:28])[O:18][CH:19]2[OH:27])[C@H:14]2[O:29][C@@H:13]32)[CH2:10][CH2:9]1)[C:6](=[O:8])[CH3:7])(=[O:3])[CH3:2].[ClH:30].C(OCC)(=O)C.C(=O)([O-])O.[Na+]>>[C:1]([O:4][C@:5]1([C@:25]2([CH3:26])[C@H:11]([C@H:12]3[C@H:22]([CH2:23][CH2:24]2)[C@:20]2([CH3:21])[C:15](=[CH:16][C:17](=[O:28])[O:18][CH:19]2[OH:27])[C@H:14]([Cl:30])[C@H:13]3[OH:29])[CH2:10][CH2:9]1)[C:6](=[O:8])[CH3:7])(=[O:3])[CH3:2] |f:1.2,3.4|. Procedure: A mixture of 20 mg of 17α-acetoxy-6α,7α-epoxy-1ξ-hydroxy-2-oxa-4pregnene-3,20-dione and 3 ml of 16% hydrochloric acid-ethyl acetate solution was stirred at room temperature for 10 minutes. A saturated aqueous solution of sodium hydrogen carbonate was added to the reaction mixture, and the mixture was extracted with ethyl acetate. The extract was dried over anhydrous magnesium sulfate, and the solvent was evaporated to give 21 mg of 17α-acetoxy-6β-chloro-1ξ,7α-dihydroxy-2-oxa-4-pregnene-3,20dione... Starting materials: CCOCC (ether), C(CCC)N=C=O (n-butyl isocyanate), CN(CCO)C (2-dimethylaminoethanol), CCOCC (ether), BrCCCCCCCCCCCC (1-bromododecane). Run in C(C)(=O)OCC (ethyl acetate). Reaction conditions: time 2 hour. Product: [Br-].OCC[N+](CCCCCCCCCCCC)(C)C (2-hydroxyethyldimethyldodecylammonium bromide), C(CCC)NC([O-])=O (N-butylcarbamate). As a reaction SMILES: [CH3:1][N:2]([CH3:6])[CH2:3][CH2:4][OH:5].CC[O:9]CC.[CH2:12]([N:16]=[C:17]=[O:18])[CH2:13][CH2:14][CH3:15].[Br:19][CH2:20][CH2:21][CH2:22][CH2:23][CH2:24][CH2:25][CH2:26][CH2:27][CH2:28][CH2:29][CH2:30][CH3:31]>C(OCC)(=O)C>[Br-:19].[OH:5][CH2:4][CH2:3][N+:2]([CH3:6])([CH3:1])[CH2:20][CH2:21][CH2:22][CH2:23][CH2:24][CH2:25][CH2:26][CH2:27][CH2:28][CH2:29][CH2:30][CH3:31].[CH2:12]([NH:16][C:17](=[O:9])[O-:18])[CH2:13][CH2:14][CH3:15] |f:5.6|. Procedure: 2-hydroxyethyldimethyldodecylammonium bromide, N-butylcarbamate is prepared in the following manner: A solution of 58 g. (0.65 mole) 2-dimethylaminoethanol in 150 ml. ether was treated over a period of 1.5 hours with 70 g. (0.71 mole) n-butyl isocyanate. After stirring another two hours the reaction mixture was stripped of ether and distilled in vacuum. The product, 2-dimethylaminoethyl N-butylcarbamate was collected at 106°/1.2 Torr. For quaternization 75 g. (0.40 mole) of the above prepared am...